From a dataset of the Open Reaction Database (ORD), a public repository of structured organic reaction records. describe an organic reaction: reactants, conditions, products, and yield Starting materials: O=C([O-])[O-], CN(C)C=O, Cl, [Cs+], [Cs+], Cc1cc(C)c(-c2cc(Cl)nc(N)n2)cc1C(=O)NCC1(CNC(c2ccccc2)(c2ccccc2)c2ccccc2)COC1, O=C(O)CCS. Product: Cc1cc(C)c(-c2cc(SCCC(=O)O)nc(N)n2)cc1C(=O)NCC1(CNC(c2ccccc2)(c2ccccc2)c2ccccc2)COC1. Reaction SMILES: [C:7](=[O:8])([O-:9])[O-:10].[CH3:59][N:60]([CH3:61])[CH:62]=[O:63].[ClH:58].[Cs+:11].[Cs+:12].[NH2:13][c:14]1[n:15][c:16]([Cl:57])[cH:17][c:18](-[c:20]2[c:21]([CH3:56])[cH:22][c:23]([CH3:55])[c:24]([C:25](=[O:26])[NH:27][CH2:28][C:29]3([CH2:33][NH:34][C:35]([c:36]4[cH:37][cH:38][cH:39][cH:40][cH:41]4)([c:42]4[cH:43][cH:44][cH:45][cH:46][cH:47]4)[c:48]4[cH:49][cH:50][cH:51][cH:52][cH:53]4)[CH2:30][O:31][CH2:32]3)[cH:54]2)[n:19]1.[SH:1][CH2:2][CH2:3][C:4](=[O:5])[OH:6]>>[S:1]([CH2:2][CH2:3][C:4](=[O:5])[OH:6])[c:16]1[n:15][c:14]([NH2:13])[n:19][c:18](-[c:20]2[c:21]([CH3:56])[cH:22][c:23]([CH3:55])[c:24]([C:25](=[O:26])[NH:27][CH2:28][C:29]3([CH2:33][NH:34][C:35]([c:36]4[cH:37][cH:38][cH:39][cH:40][cH:41]4)([c:42]4[cH:43][cH:44][cH:45][cH:46][cH:47]4)[c:48]4[cH:49][cH:50][cH:51][cH:52][cH:53]4)[CH2:30][O:31][CH2:32]3)[cH:54]2)[cH:17]1. Reactants: [N+](=O)([O-])[O-].[Na+] (sodium nitrate), N(=O)[O-].[Na+] (sodium nitrite), C1(=CC=CC=C1)NC(=O)C1=C(C=CC=C1)O (2-Phenylaminocarbonylphenol), S(O)(O)(=O)=O (sulfuric acid). Run in C(Cl)Cl (methylene chloride), C(Cl)Cl (methylene chloride). Run at time 24 hour. The product is [N+](=O)([O-])C1=C(C(=CC=C1)C(=O)NC1=CC=CC=C1)O (2-nitro-6-phenylaminocarbonylphenol). The yield is 42.1%. Reaction SMILES: [C:1]1([NH:7][C:8]([C:10]2[CH:15]=[CH:14][CH:13]=[CH:12][C:11]=2[OH:16])=[O:9])[CH:6]=[CH:5][CH:4]=[CH:3][CH:2]=1.[N+:17]([O-])([O-:19])=[O:18].[Na+].S(=O)(=O)(O)O.N([O-])=O.[Na+]>C(Cl)Cl>[N+:17]([C:12]1[CH:13]=[CH:14][CH:15]=[C:10]([C:8]([NH:7][C:1]2[CH:2]=[CH:3][CH:4]=[CH:5][CH:6]=2)=[O:9])[C:11]=1[OH:16])([O-:19])=[O:18] |f:1.2,4.5|. Procedure: 2-Phenylaminocarbonylphenol (5.00 g, 23 mmol) was dissolved in methylene chloride(40 mL) followed by the addition of sodium nitrate (2.20 g, 25.5 mmol). The addition of sulfuric acid (30 mL/3M) was then made, followed by addition of a catalytic amount of sodium nitrite. The mixture was allowed to stir. After 24 hours, the reaction mixture was diluted with methylene chloride and extracted with water. The organic layer was dried over MgSO4 and filtered. The solvent was evaporated and chromatograph... The reagents and catalysts are C=1C=CC(=CC1)[P](C=2C=CC=CC2)(C=3C=CC=CC3)[Pd]([P](C=4C=CC=CC4)(C=5C=CC=CC5)C=6C=CC=CC6)([P](C=7C=CC=CC7)(C=8C=CC=CC8)C=9C=CC=CC9)[P](C=1C=CC=CC1)(C=1C=CC=CC1)C=1C=CC=CC1 (tetrakis(triphenylphosphine)palladium(0)). Yields the product EtOAc Hexanes, C1(CCCCC1)C1=NC=C(C=N1)C#CC=1N=C(SC1)C (2-cyclohexyl-5-[(2-methyl-1,3-thiazol-4-yl)ethynyl]pyrimidine). Isolated yield 10.0%. RXN SMILES: Cl[C:2]1[N:7]=[CH:6][C:5]([C:8]#[C:9][C:10]2[N:11]=[C:12]([CH3:15])[S:13][CH:14]=2)=[CH:4][N:3]=1.[Br-].[CH:17]1([Zn+])[CH2:22][CH2:21][CH2:20][CH2:19][CH2:18]1.C1COCC1>C1C=CC([P]([Pd]([P](C2C=CC=CC=2)(C2C=CC=CC=2)C2C=CC=CC=2)([P](C2C=CC=CC=2)(C2C=CC=CC=2)C2C=CC=CC=2)[P](C2C=CC=CC=2)(C2C=CC=CC=2)C2C=CC=CC=2)(C2C=CC=CC=2)C2C=CC=CC=2)=CC=1>[CH:17]1([C:2]2[N:7]=[CH:6][C:5]([C:8]#[C:9][C:10]3[N:11]=[C:12]([CH3:15])[S:13][CH:14]=3)=[CH:4][N:3]=2)[CH2:22][CH2:21][CH2:20][CH2:19][CH2:18]1 |f:1.2,^1:32,34,53,72|. Run at temperature 150 celsius. Starting materials: C1CCOC1 (THF), ClC1=NC=C(C=N1)C#CC=1N=C(SC1)C (2-chloro-5-[(2-methyl-1,3-thiazol-4-yl)ethynyl]pyrimidine), [Br-].C1(CCCCC1)[Zn+] (cyclohexylzinc bromide). Procedure: 200 mg (0.85 mmol, 1 eq) 2-chloro-5-[(2-methyl-1,3-thiazol-4-yl)ethynyl]pyrimidine, 50 mg (0.043mmol, 0.05 eq) tetrakis(triphenylphosphine)palladium(0), and 2 mL of 0.5 M cyclohexylzinc bromide in THF (1 mmol, 1.1 eq) were combined. The reaction mixture was heated at 150° C. in the microwave for 5 min, quenched with pH 10 PBS, extracted with DCM. Silica gel chromatography (gradient 10% to 40% EtOAc/Hexanes) gave 2-cyclohexyl-5-[(2-methyl-1,3-thiazol-4-yl)ethynyl]pyrimidine (L-001152744). LC-MS c...